Dataset: the Open Reaction Database (ORD), a public repository of structured organic reaction records. Task: describe an organic reaction: reactants, conditions, products, and yield Reaction SMILES: [H-].[Na+].[CH3:3][N:4]1[CH2:9][CH2:8][CH:7]([C:10]2[C:18]3[C:13](=[CH:14][CH:15]=[CH:16][CH:17]=3)[NH:12][N:11]=2)[CH2:6][CH2:5]1.[CH2:19]([Br:21])[CH3:20].O>CN(C)C=O>[BrH:21].[CH2:19]([N:12]1[C:13]2[C:18](=[CH:17][CH:16]=[CH:15][CH:14]=2)[C:10]([CH:7]2[CH2:6][CH2:5][N:4]([CH3:3])[CH2:9][CH2:8]2)=[N:11]1)[CH3:20] |f:0.1,6.7|. Isolated yield 52.8%. The reactants are O (water), [H-].[Na+] (sodium hydride), CN1CCC(CC1)C1=NNC2=CC=CC=C12 (3-(1-methyl-4-piperidinyl)-1H-indazole), C(C)Br (ethyl bromide), ether-hydrogen bromide. The solvent is CN(C=O)C (dimethylformamide), ethanol-ether, CN(C=O)C (dimethylformamide), CN(C=O)C (dimethylformamide). The product is Br.C(C)N1N=C(C2=CC=CC=C12)C1CCN(CC1)C (1-Ethyl-3-(1-methyl-4-piperidinyl)-1H-indazole hydrobromide). Procedure: To a stirred suspension of 0.86 g of sodium hydride (50% oil dispersion) in 50 ml of dimethylformamide was added, dropwise, 3.0 g of 3-(1-methyl-4-piperidinyl)-1H-indazole in 15 ml of hot dimethylformamide. The reaction mixture was stirred at ambient temperature and 1.34 ml of ethyl bromide in 10 ml of dimethylformamide was added, dropwise. The reaction was stirred overnight at ambient temperature and poured into water. The aqueous suspension was extracted with ethyl acetate (2×, 100 ml). The ex...